This data is from the Open Reaction Database (ORD), a public repository of structured organic reaction records. The task is: describe an organic reaction: reactants, conditions, products, and yield Starting materials: CO, [N-]=[N+]=NCC1OC(n2ccc(=O)[nH]c2=O)C(O)C1O. Product: NCC1OC(n2ccc(=O)[nH]c2=O)C(O)C1O. RXN SMILES: [CH3:20][OH:21].[N:1](=[N+:2]=[N-:3])[CH2:4][CH:5]1[CH:6]([OH:19])[CH:7]([OH:18])[CH:8]([n:10]2[c:11](=[O:12])[nH:13][c:14](=[O:15])[cH:16][cH:17]2)[O:9]1>>[NH2:1][CH2:4][CH:5]1[CH:6]([OH:19])[CH:7]([OH:18])[CH:8]([n:10]2[c:11](=[O:12])[nH:13][c:14](=[O:15])[cH:16][cH:17]2)[O:9]1.